This data is from the Open Reaction Database (ORD), a public repository of structured organic reaction records. The task is: describe an organic reaction: reactants, conditions, products, and yield Reactants: CC1=CN(C2=NC=C(C(=C21)N2CCN(CC2)C(=O)OC(C)(C)C)C2=CC=CC=C2)S(=O)(=O)C2=CC=CC=C2 (tert-Butyl 4-(3-methyl-5-phenyl-1-(phenyl sulfonyl)-1H-pyrrolo[2,3-b]pyridin-4-yl)piperazine-1-carboxylate), [Li+].[OH-] (LiOH), C1CCOC1 (THF), CO (MeOH). The product is CC1=CNC2=NC=C(C(=C21)N2CCN(CC2)C(=O)OC(C)(C)C)C2=CC=CC=C2 (tert-butyl 4-(3-methyl-5-phenyl-1H-pyrrolo[2,3-b]pyridin-4-yl)piperazine-1-carboxylate). Reaction conditions: temperature 50 celsius. Isolated yield 58.8%. Procedure: tert-Butyl 4-(3-methyl-5-phenyl-1-(phenyl sulfonyl)-1H-pyrrolo[2,3-b]pyridin-4-yl)piperazine-1-carboxylate (0.9 g, 1.69 mmol) was placed in 1:1 THF:MeOH (10 mL). 3M LiOH (aq., 5.63 mL, 16.9 mmol) was added, and the reaction was heated to 50° C. for 1 hour. The reaction was then cooled, added to water and extracted with DCM. The organics were dried, filtered and concentrated to give the crude product which was purified (500:3 to 500:8 DCM:MeOH) to give tert-butyl 4-(3-methyl-5-phenyl-1H-pyrrolo[2... Solvent: O (water). RXN SMILES: [CH3:1][C:2]1[C:10]2[C:5](=[N:6][CH:7]=[C:8]([C:24]3[CH:29]=[CH:28][CH:27]=[CH:26][CH:25]=3)[C:9]=2[N:11]2[CH2:16][CH2:15][N:14]([C:17]([O:19][C:20]([CH3:23])([CH3:22])[CH3:21])=[O:18])[CH2:13][CH2:12]2)[N:4](S(C2C=CC=CC=2)(=O)=O)[CH:3]=1.C1COCC1.CO.[Li+].[OH-]>O>[CH3:1][C:2]1[C:10]2[C:5](=[N:6][CH:7]=[C:8]([C:24]3[CH:29]=[CH:28][CH:27]=[CH:26][CH:25]=3)[C:9]=2[N:11]2[CH2:16][CH2:15][N:14]([C:17]([O:19][C:20]([CH3:23])([CH3:21])[CH3:22])=[O:18])[CH2:13][CH2:12]2)[NH:4][CH:3]=1 |f:3.4|. Reactants: Cn1ccc(Br)cc1=O, C1COCCO1, CC(c1ccc(B2OC(C)(C)C(C)(C)O2)cc1)N1CCC(CC(C)(C)O)(C2CC2)OC1=O. The product is CC(c1ccc(-c2ccn(C)c(=O)c2)cc1)N1CCC(CC(C)(C)O)(C2CC2)OC1=O. As a reaction SMILES: [Br:33][c:34]1[cH:35][c:36](=[O:41])[n:37]([CH3:40])[cH:38][cH:39]1.[CH2:42]1[O:43][CH2:44][CH2:45][O:46][CH2:47]1.[CH:1]1([C:4]2([CH2:28][C:29]([CH3:30])([CH3:31])[OH:32])[CH2:5][CH2:6][N:7]([CH:11]([CH3:12])[c:13]3[cH:14][cH:15][c:16]([B:19]4[O:20][C:21]([CH3:22])([CH3:23])[C:24]([CH3:25])([CH3:26])[O:27]4)[cH:17][cH:18]3)[C:8](=[O:10])[O:9]2)[CH2:2][CH2:3]1>>[CH:1]1([C:4]2([CH2:28][C:29]([CH3:30])([CH3:31])[OH:32])[CH2:5][CH2:6][N:7]([CH:11]([CH3:12])[c:13]3[cH:14][cH:15][c:16](-[c:34]4[cH:35][c:36](=[O:41])[n:37]([CH3:40])[cH:38][cH:39]4)[cH:17][cH:18]3)[C:8](=[O:10])[O:9]2)[CH2:2][CH2:3]1. The solvent is C(C)OCC (diethyl ether). Yields the product O[C@H]1[C@@H](O[C@@H]([C@H]1O)CO)N1C2=NC(=NC(=C2N=C1)NCC(C1=CC=CC=C1)C1=CC=CC=C1)C(=O)NCCN1CCC(CC1)C(C)C (9-[(2R,3R,4S,5R)-3,4-Dihydroxy-5-(hydroxymethyl)tetrahydro-2-furanyl]-6-[(2,2-diphenylethyl)amino]-N-[2-(4-isopropyl-1-piperidinyl)ethyl]-9H-purine-2-carboxamide). Conditions: temperature 120 celsius. Reported procedure: A mixture of methyl 9-[(2R,3R,4S,5R)-3,4-dihydroxy-5-(hydroxymethyl)-tetrahydro-2-furanyl]-6-[(2,2-diphenylethyl)amino]-9H-purine-2-carboxylate (Preparation 18) (92 mg, 0.18 mmol) and 2-(4-isopropyl-1-piperidinyl)ethylamine (Preparation 20) (100 mg, 0.6 mmol) was heated at 120° C. under a nitrogen atmosphere for 75 minutes. The reaction mixture was allowed to cool to room temperature and diethyl ether (2 ml) added to precipitate a crude product. The solvent was decanted off the gum which was the... Isolated yield 50.9%. Reactants: O[C@H]1[C@@H](O[C@@H]([C@H]1O)CO)N1C2=NC(=NC(=C2N=C1)NCC(C1=CC=CC=C1)C1=CC=CC=C1)C(=O)OC (methyl 9-[(2R,3R,4S,5R)-3,4-dihydroxy-5-(hydroxymethyl)-tetrahydro-2-furanyl]-6-[(2,2-diphenylethyl)amino]-9H-purine-2-carboxylate), C(C)(C)C1CCN(CC1)CCN (2-(4-isopropyl-1-piperidinyl)ethylamine). RXN SMILES: [OH:1][C@@H:2]1[C@H:6]([OH:7])[C@@H:5]([CH2:8][OH:9])[O:4][C@H:3]1[N:10]1[CH:18]=[N:17][C:16]2[C:11]1=[N:12][C:13]([C:34](OC)=[O:35])=[N:14][C:15]=2[NH:19][CH2:20][CH:21]([C:28]1[CH:33]=[CH:32][CH:31]=[CH:30][CH:29]=1)[C:22]1[CH:27]=[CH:26][CH:25]=[CH:24][CH:23]=1.[CH:38]([CH:41]1[CH2:46][CH2:45][N:44]([CH2:47][CH2:48][NH2:49])[CH2:43][CH2:42]1)([CH3:40])[CH3:39]>C(OCC)C>[OH:1][C@@H:2]1[C@H:6]([OH:7])[C@@H:5]([CH2:8][OH:9])[O:4][C@H:3]1[N:10]1[CH:18]=[N:17][C:16]2[C:11]1=[N:12][C:13]([C:34]([NH:49][CH2:48][CH2:47][N:44]1[CH2:45][CH2:46][CH:41]([CH:38]([CH3:40])[CH3:39])[CH2:42][CH2:43]1)=[O:35])=[N:14][C:15]=2[NH:19][CH2:20][CH:21]([C:28]1[CH:33]=[CH:32][CH:31]=[CH:30][CH:29]=1)[C:22]1[CH:27]=[CH:26][CH:25]=[CH:24][CH:23]=1. Starting materials: O=C(Cc1ccc(Cl)cc1)N1C(=O)OCC1Cc1ccccc1, CCN(C(C)C)C(C)C, COCN(CC1CC1)C(=O)OC(C)(C)C, ClCCl. The product is CC(C)(C)OC(=O)N(CC1CC1)CC(C(=O)N1C(=O)OCC1Cc1ccccc1)c1ccc(Cl)cc1. RXN SMILES: [CH2:1]([c:2]1[cH:3][cH:4][cH:5][cH:6][cH:7]1)[CH:8]1[N:9]([C:14]([CH2:15][c:16]2[cH:17][cH:18][c:19]([Cl:22])[cH:20][cH:21]2)=[O:23])[C:10](=[O:13])[O:11][CH2:12]1.[CH:24]([N:25]([CH2:26][CH3:27])[CH:28]([CH3:29])[CH3:30])([CH3:31])[CH3:32].[CH:33]1([CH2:36][N:37]([C:38]([O:39][C:40]([CH3:41])([CH3:42])[CH3:43])=[O:44])[CH2:45][O:46][CH3:47])[CH2:34][CH2:35]1.[Cl:48][CH2:49][Cl:50]>>[CH2:1]([c:2]1[cH:3][cH:4][cH:5][cH:6][cH:7]1)[CH:8]1[N:9]([C:14]([CH:15]([c:16]2[cH:17][cH:18][c:19]([Cl:22])[cH:20][cH:21]2)[CH2:45][N:37]([CH2:36][CH:33]2[CH2:34][CH2:35]2)[C:38]([O:39][C:40]([CH3:41])([CH3:42])[CH3:43])=[O:44])=[O:23])[C:10](=[O:13])[O:11][CH2:12]1. The reactants are ClC1=NC(=NC(=C1)C(F)(F)F)C1=CC=NC=C1 (4-chloro-2-(4-pyridinyl)-6-(trifluoromethyl)pyrimidine), ClC1=C(N)C=C(C=C1)O (2-chloro-5-hydroxyaniline). Yields the product ClC1=C(NC2=NC(=NC(=C2)C(F)(F)F)C2=CC=NC=C2)C=C(C=C1)O (4-(2-Chloro-5-hydroxyanilino)-2-(4-pyridinyl)-6-(trifluoromethyl)pyrimidine), solid. Yield: 4.0%. Reaction SMILES: Cl[C:2]1[CH:7]=[C:6]([C:8]([F:11])([F:10])[F:9])[N:5]=[C:4]([C:12]2[CH:17]=[CH:16][N:15]=[CH:14][CH:13]=2)[N:3]=1.[Cl:18][C:19]1[CH:25]=[CH:24][C:23]([OH:26])=[CH:22][C:20]=1[NH2:21]>>[Cl:18][C:19]1[CH:25]=[CH:24][C:23]([OH:26])=[CH:22][C:20]=1[NH:21][C:2]1[CH:7]=[C:6]([C:8]([F:11])([F:10])[F:9])[N:5]=[C:4]([C:12]2[CH:17]=[CH:16][N:15]=[CH:14][CH:13]=2)[N:3]=1. Reported procedure: The title compound was prepared from a mixture of 4-chloro-2-(4-pyridinyl)-6-(trifluoromethyl)pyrimidine (50 mg, 0.193 mmol) and 2-chloro-5-hydroxyaniline (42 mg, 0.290 mmol) similar to Example 108 and isolated as a brown solid (3 mg, 4%). 1H NMR (CDCl3): 8.68 (dd, J=1.8, 4.5 Hz, 2H), 8.13 (dd, J=1.8, 4.2 Hz, 2H), 7.99 (d, J=2.7 Hz, 1H), 7.34 (s, 1H), 7.33 (d, J=8.7 Hz, 1H), 6.98 (s, 1H), 6.73 (dd, J=2.7, 8.7 Hz, 1H).